From a dataset of the Open Reaction Database (ORD), a public repository of structured organic reaction records. describe an organic reaction: reactants, conditions, products, and yield Reactants: H2O ice, [H-].[Na+] (Sodium hydride), C1(=CC=CC=C1)C=1NC2=CC=C(C=C2C1)[N+](=O)[O-] (2-phenyl-5-nitro-1H-indole), CI (MeI). Run in CN(C)C=O (DMF). Run at time 1 hour. The product is C1(=CC=CC=C1)C=1N(C2=CC=C(C=C2C1)[N+](=O)[O-])C (2-phenyl-1-methyl-5-nitroindole). As a reaction SMILES: [H-].[Na+].[C:3]1([C:9]2[NH:10][C:11]3[C:16]([CH:17]=2)=[CH:15][C:14]([N+:18]([O-:20])=[O:19])=[CH:13][CH:12]=3)[CH:8]=[CH:7][CH:6]=[CH:5][CH:4]=1.[CH3:21]I>CN(C=O)C>[C:3]1([C:9]2[N:10]([CH3:21])[C:11]3[C:16]([CH:17]=2)=[CH:15][C:14]([N+:18]([O-:20])=[O:19])=[CH:13][CH:12]=3)[CH:4]=[CH:5][CH:6]=[CH:7][CH:8]=1 |f:0.1|. Procedure: Sodium hydride (1.1 g, 29.0 mmol) is added to 2-phenyl-5-nitro-1H-indole (Example 5b, 6.5 g, 26.0 mmol) in 100 mL of DMF. The mixture is stirred at room temperature for 1 hour. MeI (1.62 mL, 26.0 mmol) is added dropwise and the mixture is stirred at room temperature for 1 hour. The resulting mixture is poured into H2O/ice and the product is filtered off and washed with H2O. The solid is recrystallized from hexane and filtered off. Yield: 6.5 g (99.7%); Rf (2/1 hexane/ethyl acetate): 0.60; IR (KB... The reactants are FC=1C=CC=C2C(N(C(NC12)=O)C1=C(C=CC(=C1)C(F)(F)F)OC)CC(=O)OC (methyl {8-fluoro-3-[2-methoxy-5-(trifluoromethyl)phenyl]-2-oxo-1,2,3,4-tetrahydroquinazolin-4-yl}acetate), FC1=C(C=CC=C1)NC(=O)NC1=C(C=CC(=C1)C(F)(F)F)OC (N-(2-fluorophenyl)-N′-[2-methoxy-5-(trifluoromethyl)phenyl]urea), C(C=C)(=O)OC (methyl acrylate). The product is FC=1C(=C(C=CC1)/C=C/C(=O)OC)NC(=O)NC1=C(C=CC(=C1)C(F)(F)F)OC (methyl (2E)-3-{3-fluoro-2-[({[2-methoxy-5-(trifluoromethyl)phenyl]amino}-carbonyl)amino]phenyl}acrylate). As a reaction SMILES: [F:1][C:2]1[CH:3]=[CH:4][CH:5]=[C:6]2[C:11]=1[NH:10][C:9](=[O:12])[N:8]([C:13]1[CH:18]=[C:17]([C:19]([F:22])([F:21])[F:20])[CH:16]=[CH:15][C:14]=1[O:23][CH3:24])[CH:7]2[CH2:25][C:26]([O:28][CH3:29])=[O:27].FC1C=CC=CC=1NC(NC1C=C(C(F)(F)F)C=CC=1OC)=O.C(OC)(=O)C=C>>[F:1][C:2]1[C:11]([NH:10][C:9]([NH:8][C:13]2[CH:18]=[C:17]([C:19]([F:22])([F:21])[F:20])[CH:16]=[CH:15][C:14]=2[O:23][CH3:24])=[O:12])=[C:6](/[CH:7]=[CH:25]/[C:26]([O:28][CH3:29])=[O:27])[CH:5]=[CH:4][CH:3]=1. Procedure: In addition, it has surprisingly been found that the structural unit methyl {8-fluoro-3-[2-methoxy-5-(trifluoromethyl)phenyl]-2-oxo-1,2,3,4-tetrahydroquinazolin-4-yl}acetate can be synthesized efficiently by means of an ortho-palladization. Here, N-(2-fluorophenyl)-N′-[2-methoxy-5-(trifluoromethyl)phenyl]urea is reacted with methyl acrylate and an oxidizing agent in the presence of an acid to give methyl (2E)-3-{3-fluoro-2-[({[2-methoxy-5-(trifluoromethyl)phenyl]amino}-carbonyl)amino]phenyl}acry... Starting materials: CC(=O)NCCO, CCCCCCCCCCCCSc1ccc(C(=O)CC(=O)O)o1, Cl, C1CCOC1. Product: CCCCCCCCCCCCSc1ccc(C(=O)CC(=O)OCCNC(C)=O)o1. Reaction SMILES: [C:30]([CH3:31])(=[O:32])[NH:33][CH2:34][CH2:35][OH:36].[CH2:1]([CH2:2][CH2:3][CH2:4][CH2:5][CH2:6][CH2:7][CH2:8][CH2:9][CH2:10][CH2:11][CH3:12])[S:13][c:14]1[cH:15][cH:16][c:17]([C:19](=[O:20])[CH2:21][C:22](=[O:23])[OH:24])[o:18]1.[ClH:37].[O:25]1[CH2:26][CH2:27][CH2:28][CH2:29]1>>[CH2:1]([CH2:2][CH2:3][CH2:4][CH2:5][CH2:6][CH2:7][CH2:8][CH2:9][CH2:10][CH2:11][CH3:12])[S:13][c:14]1[cH:15][cH:16][c:17]([C:19](=[O:20])[CH2:21][C:22]([O:23][CH2:35][CH2:34][NH:33][C:30]([CH3:31])=[O:32])=[O:24])[o:18]1. Starting materials: C(CCCCC)(O)O (hexanediol), O (water). Reagents/catalysts: catalyst. Run at temperature 450 celsius. Yields the product C(CCCC=C)O (5-hexen-1-ol), C(CCCCCO)O (1,6-hexanediol). RXN SMILES: [CH:1]([OH:8])([OH:7])[CH2:2][CH2:3][CH2:4][CH2:5][CH3:6].[OH2:9]>>[CH2:1]([OH:7])[CH2:2][CH2:3][CH2:4][CH:5]=[CH2:6].[CH2:6]([OH:9])[CH2:5][CH2:4][CH2:3][CH2:2][CH2:1][OH:8]. Reported procedure: The tube reactor was first charged with 10 g of the catalyst from Example 1 and subsequently heated to the desired temperature (450° C.). On reaching a constant temperature, a defined volume flow (1.95 ml/min) of the liquefied starting material (mixture of 80% by weight of hexanediol and 20% by weight of water) in the double-wall dropping funnel was conveyed by means of the metering pump through the vaporizer and superheater tube into the reactor. The temperature was regulated so as to ensure is... Starting materials: C[N+](C)(C)C, COCCOC, COc1ccc2c(OCCn3nc(-c4ccc(C=O)c(Cl)c4)ccc3=O)ccnc2c1, [F-], C[Si](C)(C)C(F)(F)F. Yields the product COc1ccc2c(OCCn3nc(-c4ccc(C(O)C(F)(F)F)c(Cl)c4)ccc3=O)ccnc2c1. Reaction SMILES: [CH3:41][N+:42]([CH3:43])([CH3:44])[CH3:45].[CH3:46][O:47][CH2:48][CH2:49][O:50][CH3:51].[Cl:1][c:2]1[c:3]([CH:4]=[O:5])[cH:6][cH:7][c:8](-[c:10]2[n:11][n:12]([CH2:17][CH2:18][O:19][c:20]3[cH:21][cH:22][n:23][c:24]4[cH:25][c:26]([O:30][CH3:31])[cH:27][cH:28][c:29]34)[c:13](=[O:16])[cH:14][cH:15]2)[cH:9]1.[F-:40].[F:32][C:33]([F:34])([F:35])[Si:36]([CH3:37])([CH3:38])[CH3:39]>>[Cl:1][c:2]1[c:3]([CH:4]([OH:5])[C:33]([F:32])([F:34])[F:35])[cH:6][cH:7][c:8](-[c:10]2[n:11][n:12]([CH2:17][CH2:18][O:19][c:20]3[cH:21][cH:22][n:23][c:24]4[cH:25][c:26]([O:30][CH3:31])[cH:27][cH:28][c:29]34)[c:13](=[O:16])[cH:14][cH:15]2)[cH:9]1. Yields the product FC1CN(CCC1)CC1=C(C=CC=C1)S(=O)(=O)C1=CC=C(C=C1)\C=C\C1=C(C=CC=C1)F (3-fluoro-1-[2-({4-[(E)-2-(2-fluorophenyl)vinyl]phenyl}sulfonyl)benzyl]piperidine). As a reaction SMILES: Br[C:2]1[CH:7]=[CH:6][C:5]([S:8]([C:11]2[CH:24]=[CH:23][CH:22]=[CH:21][C:12]=2[CH2:13][N:14]2[CH2:19][CH2:18][CH2:17][CH:16]([F:20])[CH2:15]2)(=[O:10])=[O:9])=[CH:4][CH:3]=1.FC1CCCNC1.[F:32][C:33]1[CH:40]=[CH:39][CH:38]=[CH:37][C:34]=1[CH:35]=[CH2:36].C([O-])(=O)C.[Na+]>CN1CCCC1=O.[Pd](Cl)Cl>[F:20][CH:16]1[CH2:17][CH2:18][CH2:19][N:14]([CH2:13][C:12]2[CH:21]=[CH:22][CH:23]=[CH:24][C:11]=2[S:8]([C:5]2[CH:6]=[CH:7][C:2](/[CH:36]=[CH:35]/[C:34]3[CH:37]=[CH:38][CH:39]=[CH:40][C:33]=3[F:32])=[CH:3][CH:4]=2)(=[O:10])=[O:9])[CH2:15]1 |f:3.4|. Run at temperature 130 celsius. Procedure details: 1-{2-[(4-Bromophenyl)sulfonyl]benzyl}-3-fluoropiperidine (prepared according to the methods of Example 75 Step 1 followed by Example 74 using 3-fluoropiperidine; 63 mg, 0.152 mmol), 2-fluorostyrene (36 μL, 0.3 mmol), sodium acetate (25 mg, 0.3 mmol) and palladium(II) chloride (1 mg) were combined in 1-methyl-2-pyrrolidinone (0.5 mL) and heated for 2 hours at 130° C. The cooled reaction mixture was partitioned between ethyl acetate and brine. The organic layer was washed further with brine, dried... Reagents/catalysts: [Pd](Cl)Cl (palladium(II) chloride). Reactants: BrC1=CC=C(C=C1)S(=O)(=O)C1=C(CN2CC(CCC2)F)C=CC=C1 (1-{2-[(4-Bromophenyl)sulfonyl]benzyl}-3-fluoropiperidine), C(C)(=O)[O-].[Na+] (sodium acetate), FC1CNCCC1 (3-fluoropiperidine), FC1=C(C=C)C=CC=C1 (2-fluorostyrene). Solvent: CN1C(CCC1)=O (1-methyl-2-pyrrolidinone). The reactants are C(C)O[Si](CCCN)(OCC)OCC (γ-triethoxysilylpropylamine), CN(C1=CC=CC=C1)C (N,N-dimethylaniline), C(=O)(Cl)Cl (carbonyl chloride). Isolated yield 80.2%. Yields the product C(C)O[Si](CCCN=C=O)(OCC)OCC (γ-triethoxysilylpropyl isocyanate). The solvent is C1(=CC=CC=C1)C (toluene), C1(=CC=CC=C1)C (toluene). As a reaction SMILES: [C:1](Cl)(Cl)=[O:2].[CH2:5]([O:7][Si:8]([O:16][CH2:17][CH3:18])([O:13][CH2:14][CH3:15])[CH2:9][CH2:10][CH2:11][NH2:12])[CH3:6].CN(C)C1C=CC=CC=1>C1(C)C=CC=CC=1>[CH2:14]([O:13][Si:8]([O:16][CH2:17][CH3:18])([O:7][CH2:5][CH3:6])[CH2:9][CH2:10][CH2:11][N:12]=[C:1]=[O:2])[CH3:15]. Procedure: In 150 ml of toluene was dissolved 9.9 g of carbonyl chloride, and a solution of 22.1 g of γ-triethoxysilylpropylamine and 27.9 g of N,N-dimethylaniline in 50 ml of toluene was dropped into the above solution at -5° C. to -10° C. over a period of 3 hours to effect reaction. After the reaction, the crystal of N,N-dimethylaniline chloride was removed by filtration and the filtrate was subjected to distillation to recover toluene, whereby 19.8 g of γ-triethoxysilylpropyl isocyanate was obtained as ...